From a dataset of the Open Reaction Database (ORD), a public repository of structured organic reaction records. describe an organic reaction: reactants, conditions, products, and yield Starting materials: BrC1=CC2=C(N(C3=C2C=C(N=C3)C#N)COCC[Si](C)(C)C)N=C1 (3-bromo-9-(2-trimethylsilanylethoxymethyl)dipyrido[2,3-b;4′,3′-d]pyrrole-6-carbonitrile), C(N)(OC(C)(C)C)=O (tert-butyl carbamate), C([O-])([O-])=O.[Cs+].[Cs+] (cesium carbonate), C1(=CC=CC=C1)P(C1=CC=CC=2C(C3=CC=CC(=C3OC12)P(C1=CC=CC=C1)C1=CC=CC=C1)(C)C)C1=CC=CC=C1 (4,5-bis(Diphenylphosphino)-9,9-dimethylxanthene). The reagents and catalysts are C=1C=CC(=CC1)/C=C/C(=O)/C=C/C2=CC=CC=C2.C=1C=CC(=CC1)/C=C/C(=O)/C=C/C2=CC=CC=C2.C=1C=CC(=CC1)/C=C/C(=O)/C=C/C2=CC=CC=C2.[Pd].[Pd] (tris(dibenzylideneacetone)dipalladium(0)). Solvent: O1CCOCC1 (1,4-dioxane). Reaction conditions: temperature 90 celsius. Yields the product C(C)(C)(C)C1=CC2=C(N(C3=C2C=C(N=C3)C#N)COCC[Si](C)(C)C)N=C1N=C=O (3-tert-Butyl-carbonylamino-9-(2-trimethylsilanylethoxymethyl)-dipyrido[2,3-b;4′,3′-d]pyrrole-6-carbonitrile). Yield: 813.6%. As a reaction SMILES: Br[C:2]1[CH:24]=[N:23][C:5]2[N:6]([CH2:15][O:16][CH2:17][CH2:18][Si:19]([CH3:22])([CH3:21])[CH3:20])[C:7]3[CH:12]=[N:11][C:10]([C:13]#[N:14])=[CH:9][C:8]=3[C:4]=2[CH:3]=1.[C:25](=O)([O:27]C(C)(C)C)[NH2:26].C(=O)([O-])[O-].[Cs+].[Cs+].C1(P(C2C=CC=CC=2)C2C3OC4[C:52](=CC=CC=4P(C4C=CC=CC=4)C4C=CC=CC=4)[C:51]([CH3:74])([CH3:73])C=3C=CC=2)C=CC=CC=1>O1CCOCC1.C1C=CC(/C=C/C(/C=C/C2C=CC=CC=2)=O)=CC=1.C1C=CC(/C=C/C(/C=C/C2C=CC=CC=2)=O)=CC=1.C1C=CC(/C=C/C(/C=C/C2C=CC=CC=2)=O)=CC=1.[Pd].[Pd]>[C:51]([C:2]1[C:24]([N:26]=[C:25]=[O:27])=[N:23][C:5]2[N:6]([CH2:15][O:16][CH2:17][CH2:18][Si:19]([CH3:22])([CH3:21])[CH3:20])[C:7]3[CH:12]=[N:11][C:10]([C:13]#[N:14])=[CH:9][C:8]=3[C:4]=2[CH:3]=1)([CH3:52])([CH3:73])[CH3:74] |f:2.3.4,7.8.9.10.11|. Procedure: A mixture of 3-bromo-9-(2-trimethylsilanylethoxymethyl)dipyrido[2,3-b;4′,3′-d]pyrrole-6-carbonitrile (1.53 g, 3.79 mmol), tert-butyl carbamate (888 mg, 7.58 mmol), and cesium carbonate (2.47 g, 7.58 mmol) were suspended in 1,4-dioxane (30 mL) degassed and purged with nitrogen three times. 4,5-bis(Diphenylphosphino)-9,9-dimethylxanthene (219 mg, 0.379 mmol) and tris(dibenzylideneacetone)dipalladium(0) (173 mg, 0.189 mmol) were added and the reaction mixture heated at 90° C. for 25 h. The cooled r... Reactants: Brc1ccc2cnc(Nc3cccc(N4CCOCC4)c3)nn12, CC(=O)[O-], CC(=O)[O-], CCO, [Cl-], OB(O)c1cc(C(F)(F)F)ccc1Cl, [Na+], [Na+], [Na+], O=C([O-])[O-], C1CCOC1, c1cc(Nc2ncc3cccn3n2)cc(N2CCOCC2)c1, O, [Pd+2], c1ccc(P(c2ccccc2)c2ccccc2)cc1. Product: c1cc(Nc2ncc3cccn3n2)cc(N2CCOCC2)c1. Reaction SMILES: [Br:20][c:21]1[cH:22][cH:23][c:24]2[cH:25][n:26][c:27]([NH:30][c:31]3[cH:32][c:33]([N:37]4[CH2:38][CH2:39][O:40][CH2:41][CH2:42]4)[cH:34][cH:35][cH:36]3)[n:28][n:29]12.[C:101]([O-:102])(=[O:103])[CH3:104].[C:74]([O-:75])(=[O:76])[CH3:77].[CH3:71][CH2:72][OH:73].[Cl-:64].[Cl:43][c:44]1[cH:45][cH:46][c:47]([C:48]([F:49])([F:50])[F:51])[cH:52][c:53]1[B:54]([OH:55])[OH:56].[Na+:57].[Na+:58].[Na+:63].[O-:59][C:60](=[O:61])[O-:62].[O:65]1[CH2:66][CH2:67][CH2:68][CH2:69]1.[O:79]1[CH2:80][CH2:81][N:82]([c:83]2[cH:84][c:85]([NH:86][c:87]3[n:88][cH:89][c:90]4[cH:91][cH:92][cH:93][n:94]4[n:95]3)[cH:96][cH:97][cH:98]2)[CH2:99][CH2:100]1.[OH2:70].[Pd+2:78].[c:1]1([P:2]([c:3]2[cH:4][cH:5][cH:6][cH:7][cH:8]2)[c:9]2[cH:10][cH:11][cH:12][cH:13][cH:14]2)[cH:15][cH:16][cH:17][cH:18][cH:19]1>>[cH:21]1[cH:22][cH:23][c:24]2[cH:25][n:26][c:27]([NH:30][c:31]3[cH:32][c:33]([N:37]4[CH2:38][CH2:39][O:40][CH2:41][CH2:42]4)[cH:34][cH:35][cH:36]3)[n:28][n:29]12. Starting materials: CC1(C)Cc2cc(C(=O)c3ccc(Cl)cc3)ccc2O1, CC(=O)O, CCO, NN, O. Product: CC1(C)Cc2cc(C(=NN)c3ccc(Cl)cc3)ccc2O1. As a reaction SMILES: [CH3:1][C:2]1([CH3:20])[O:3][c:4]2[c:5]([cH:7][c:8]([C:11](=[O:12])[c:13]3[cH:14][cH:15][c:16]([Cl:19])[cH:17][cH:18]3)[cH:9][cH:10]2)[CH2:6]1.[CH3:24][C:25](=[O:26])[OH:27].[CH3:28][CH2:29][OH:30].[NH2:22][NH2:23].[OH2:21]>>[CH3:1][C:2]1([CH3:20])[O:3][c:4]2[c:5]([cH:7][c:8]([C:11]([c:13]3[cH:14][cH:15][c:16]([Cl:19])[cH:17][cH:18]3)=[N:22][NH2:23])[cH:9][cH:10]2)[CH2:6]1.